This data is from the Open Reaction Database (ORD), a public repository of structured organic reaction records. The task is: describe an organic reaction: reactants, conditions, products, and yield Reactants: C(C(=O)O)(=O)O (oxalic acid), [NH4+].[O-][V](=O)=O (ammonium metavanadate). Reagents/catalysts: catalyst A. Solvent: O (water). The product is aqueous solution, C(=O)(C(=O)[O-])[O-].O=[V+2] (vanadyl oxalate), [O-2].[O-2].[O-2].[O-2].[O-2].[V+5].[V+5] (vanadium pentoxide). Reaction SMILES: [C:1]([OH:6])(=[O:5])[C:2]([OH:4])=[O:3].[NH4+].[O-:8][V:9](=O)=O>O>[C:2]([O-:4])([C:1]([O-:6])=[O:5])=[O:3].[O:8]=[V+2:9].[O-2:3].[O-2:3].[O-2:3].[O-2:3].[O-2:3].[V+5:9].[V+5:9] |f:1.2,4.5,6.7.8.9.10.11.12|. Reported procedure: A further catalyst was prepared by use of the catalyst A. An amount of 0.48 kg of oxalic acid and 0.19 kg of ammonium metavanadate were added to water to form 1 liter of an aqueous solution of vanadyl oxalate in concentrations of 150 g/l in terms of vanadium pentoxide, which was then diluted to a concentration of 17.9 g/l with water. Starting materials: [Al+3], CC(C)=CC(=O)Nc1ccccc1, [Cl-], [Cl-], [Cl-], ClCCl. The product is CC1(C)CC(=O)Nc2ccccc21. As a reaction SMILES: [Al+3:2].[CH3:5][C:6](=[CH:7][C:8](=[O:9])[NH:10][c:11]1[cH:12][cH:13][cH:14][cH:15][cH:16]1)[CH3:17].[Cl-:1].[Cl-:3].[Cl-:4].[Cl:18][CH2:19][Cl:20]>>[CH3:5][C:6]1([CH3:17])[CH2:7][C:8](=[O:9])[NH:10][c:11]2[cH:12][cH:13][cH:14][cH:15][c:16]21. Starting materials: Cc1ccc(C(=O)CBr)cc1, Cc1cc(C)c(C)c(O)c1, CO. The product is Cc1ccc(C(=O)COc2cc(C)cc(C)c2C)cc1. RXN SMILES: [Br:11][CH2:12][C:13](=[O:14])[c:15]1[cH:16][cH:17][c:18]([CH3:21])[cH:19][cH:20]1.[CH3:1][c:2]1[cH:3][c:4]([CH3:5])[c:6]([CH3:7])[c:8]([OH:9])[cH:10]1.[CH3:22][OH:23]>>[CH3:1][c:2]1[cH:3][c:4]([CH3:5])[c:6]([CH3:7])[c:8]([O:9][CH2:12][C:13](=[O:14])[c:15]2[cH:16][cH:17][c:18]([CH3:21])[cH:19][cH:20]2)[cH:10]1. The reactants are C(C1=CC=CC=C1)OC=1C=2N(C=CC1)C(=C(N2)C)C(=O)N[C@@H](CO)CCCC (8-(benzyloxy)-N-[(2R)-1-hydroxyhexan-2-yl]-2-methylimidazo[1,2-a]pyridine-3-carboxamide), [H][H] (hydrogen). Reagents/catalysts: [Pd] (palladium/carbon). The solvent is C(C)(=O)OCC (ethyl acetate). Conditions: time 3 hour. Yields the product OC=1C=2N(C=CC1)C(=C(N2)C)C(=O)N[C@@H](CO)CCCC (8-Hydroxy-N-[(2R)-1-hydroxyhexan-2-yl]-2-methylimidazo[1,2-a]pyridine-3-carboxamide). Reaction SMILES: C([O:8][C:9]1[C:10]2[N:11]([C:15]([C:19]([NH:21][C@H:22]([CH2:25][CH2:26][CH2:27][CH3:28])[CH2:23][OH:24])=[O:20])=[C:16]([CH3:18])[N:17]=2)[CH:12]=[CH:13][CH:14]=1)C1C=CC=CC=1.[H][H]>C(OCC)(=O)C.[Pd]>[OH:8][C:9]1[C:10]2[N:11]([C:15]([C:19]([NH:21][C@H:22]([CH2:25][CH2:26][CH2:27][CH3:28])[CH2:23][OH:24])=[O:20])=[C:16]([CH3:18])[N:17]=2)[CH:12]=[CH:13][CH:14]=1. Procedure: 350 mg of 10% palladium/carbon were added to a solution of 3.5 g (9.18 mmol) of 8-(benzyloxy)-N-[(2R)-1-hydroxyhexan-2-yl]-2-methylimidazo[1,2-a]pyridine-3-carboxamide in 250 ml of ethyl acetate, and hydrogen was applied at room temperature and atmospheric pressure. After 3 h, the mixture was filtered off through kieselguhr, the filter cake was washed intensively with ethyl acetate/methanol and the filtrate was evaporated to dryness. Methyl tert-butyl ether was added to the crude product obtaine... Starting materials: CC#N, Cc1c(-c2nc(-c3c(F)cccc3Cl)nn2C)csc1Br, Cl, OB(O)c1ccc(OC(F)(F)F)cc1, [Na+], [Na+], O=C([O-])[O-], O, Cl[Pd]Cl, Cc1ccccc1P(c1ccccc1C)c1ccccc1C, c1ccc(P(c2ccccc2)c2ccccc2)cc1, c1ccc(P(c2ccccc2)c2ccccc2)cc1. Yields the product Cc1c(-c2nc(-c3c(F)cccc3Cl)nn2C)csc1-c1ccc(OC(F)(F)F)cc1. Reaction SMILES: [CH3:107][C:108]#[N:109].[Cl:15][c:16]1[c:17](-[c:23]2[n:24][n:25]([CH3:35])[c:26](-[c:28]3[cH:29][s:30][c:31]([Br:34])[c:32]3[CH3:33])[n:27]2)[c:18]([F:22])[cH:19][cH:20][cH:21]1.[ClH:64].[F:1][C:2]([O:3][c:4]1[cH:5][cH:6][c:7]([B:10]([OH:11])[OH:12])[cH:8][cH:9]1)([F:13])[F:14].[Na+:36].[Na+:37].[O-:38][C:39](=[O:40])[O-:41].[OH2:106].[Pd:65]([Cl:66])[Cl:67].[c:42]1([CH3:43])[cH:44][cH:45][cH:46][cH:47][c:48]1[P:49]([c:50]1[cH:51][cH:52][cH:53][cH:54][c:55]1[CH3:56])[c:57]1[cH:58][cH:59][cH:60][cH:61][c:62]1[CH3:63].[c:68]1([P:69]([c:70]2[cH:71][cH:72][cH:73][cH:74][cH:75]2)[c:76]2[cH:77][cH:78][cH:79][cH:80][cH:81]2)[cH:82][cH:83][cH:84][cH:85][cH:86]1.[c:87]1([P:88]([c:89]2[cH:90][cH:91][cH:92][cH:93][cH:94]2)[c:95]2[cH:96][cH:97][cH:98][cH:99][cH:100]2)[cH:101][cH:102][cH:103][cH:104][cH:105]1>>[F:1][C:2]([O:3][c:4]1[cH:5][cH:6][c:7](-[c:31]2[s:30][cH:29][c:28](-[c:26]3[n:25]([CH3:35])[n:24][c:23](-[c:17]4[c:16]([Cl:15])[cH:21][cH:20][cH:19][c:18]4[F:22])[n:27]3)[c:32]2[CH3:33])[cH:8][cH:9]1)([F:13])[F:14].